From a dataset of the Open Reaction Database (ORD), a public repository of structured organic reaction records. describe an organic reaction: reactants, conditions, products, and yield Starting materials: C(=O)(OC)CCCCCCCCCCC(=O)NC1=C(OCCCC(=O)OCC)C=CC=C1 (Ethyl 4-(2-(11-carbomethoxyundecanoylamino)-phenoxy)butyrate), O (water), [OH-].[Na+] (sodium hydroxide). Run in CO (methanol). Product: C(=O)(O)CCCCCCCCCCC(=O)NC1=C(OCCCC(=O)O)C=CC=C1 (4-(2-(11-Carboxyundecanoylamino) phenoxy)-butyric acid). The yield is 96.0%. RXN SMILES: [C:1]([CH2:5][CH2:6][CH2:7][CH2:8][CH2:9][CH2:10][CH2:11][CH2:12][CH2:13][CH2:14][C:15]([NH:17][C:18]1[CH:32]=[CH:31][CH:30]=[CH:29][C:19]=1[O:20][CH2:21][CH2:22][CH2:23][C:24]([O:26]CC)=[O:25])=[O:16])([O:3]C)=[O:2].O.[OH-].[Na+]>CO>[C:1]([CH2:5][CH2:6][CH2:7][CH2:8][CH2:9][CH2:10][CH2:11][CH2:12][CH2:13][CH2:14][C:15]([NH:17][C:18]1[CH:32]=[CH:31][CH:30]=[CH:29][C:19]=1[O:20][CH2:21][CH2:22][CH2:23][C:24]([OH:26])=[O:25])=[O:16])([OH:3])=[O:2] |f:2.3|. Procedure details: To a stirred solution of (8) (1.0 g, 2.22 mM) in methanol (100 mL) is added 1 mL of water followed by dropwise addition of 2.5 N sodium hydroxide solution (4.0 mL). The walls of the reaction flask are rinsed down with 10 mL of methanol and the mixture is stirred under a nitrogen atmosphere until TLC analysis shows no ester (mono- or di-) remaining. The methanol is removed in vacuo, the residue taken up in 100 mL of water, stirred for solution, filtered (20 mL water rinses), and the stirred filtr... Reactants: Cc1ccccc1, Nc1ccccc1, O=C(O)CCCCCCC(=O)O. The product is O=C(O)CCCCCCC(=O)Nc1ccccc1. Reaction SMILES: [CH3:20][c:21]1[cH:22][cH:23][cH:24][cH:25][cH:26]1.[NH2:13][c:14]1[cH:15][cH:16][cH:17][cH:18][cH:19]1.[OH:1][C:2](=[O:3])[CH2:4][CH2:5][CH2:6][CH2:7][CH2:8][CH2:9][C:10]([OH:11])=[O:12]>>[C:2](=[O:3])([CH2:4][CH2:5][CH2:6][CH2:7][CH2:8][CH2:9][C:10]([OH:11])=[O:12])[NH:13][c:14]1[cH:15][cH:16][cH:17][cH:18][cH:19]1. Starting materials: CN1C(=NC(=C(C1=O)C1=CC2=CC=CC=C2C=C1)C1=CC=NC=C1)SC (3-methyl-2-methylsulfanyl-5-naphthalen-2-yl-6-pyridin-4-yl-3H-pyrimidin-4-one), C(Cl)Cl.CO (DCM MeOH), Cl (HCl). The solvent is O1CCOCC1 (1,4-dioxane), [OH-].[Na+] (sodium hydroxide). Run at time 7 hour. Product: OC1=NC(=C(C(N1C)=O)C1=CC2=CC=CC=C2C=C1)C1=CC=NC=C1 (2-Hydroxy-3-methyl-5-naphthalen-2-yl-6-pyridin-4-yl-3H-pyrimidin-4-one). As a reaction SMILES: [CH3:1][N:2]1[C:7](=[O:8])[C:6]([C:9]2[CH:18]=[CH:17][C:16]3[C:11](=[CH:12][CH:13]=[CH:14][CH:15]=3)[CH:10]=2)=[C:5]([C:19]2[CH:24]=[CH:23][N:22]=[CH:21][CH:20]=2)[N:4]=[C:3]1SC.C(Cl)Cl.C[OH:31].Cl>O1CCOCC1.[OH-].[Na+]>[OH:31][C:3]1[N:2]([CH3:1])[C:7](=[O:8])[C:6]([C:9]2[CH:18]=[CH:17][C:16]3[C:11](=[CH:12][CH:13]=[CH:14][CH:15]=3)[CH:10]=2)=[C:5]([C:19]2[CH:24]=[CH:23][N:22]=[CH:21][CH:20]=2)[N:4]=1 |f:1.2,5.6|. Procedure: A suspension of 3-methyl-2-methylsulfanyl-5-naphthalen-2-yl-6-pyridin-4-yl-3H-pyrimidin-4-one (10.1 g, 28.1 mmol) was heated to 100° C. in 100 mL 1,4-dioxane and 60 mL 2.5M sodium hydroxide. After 7 h, TLC (95:5 DCM/MeOH) shows the solution to have no remaining starting material. The reaction was cooled to room temperature and acidified to pH 5 with 5M HCl. The resulting precipitate was collected by filtration, and then suspended in 100 mL hot methanol. The solid was cooled to room temperature t...